Dataset: the Open Reaction Database (ORD), a public repository of structured organic reaction records. Task: describe an organic reaction: reactants, conditions, products, and yield Starting materials: Cl.C(C1=CC=CC=C1)N1N=CC(=C1)C(=O)NCC1=CC=C(C=C1)C(N)=N (1-benzyl-N-[(4-carbamimidoylphenyl)methyl]pyrazole-4-carboxamide hydrochloride), C([O-])([O-])=O.[K+].[K+] (potassium carbonate), ClC(=O)OC (methyl chloroformate). The solvent is O1CCCC1 (tetrahydrofuran), O (water). Reaction conditions: time 1 hour. Yields the product N\C(\C1=CC=C(C=C1)CNC(=O)C=1C=NN(C1)CC1=CC=CC=C1)=N/C(OC)=O ((Z)-methyl amino-(4-((1-benzylpyrazole-4-carbonylamino)methyl)phenyl)methylenecarbamate). RXN SMILES: Cl.[CH2:2]([N:9]1[CH:13]=[C:12]([C:14]([NH:16][CH2:17][C:18]2[CH:23]=[CH:22][C:21]([C:24](=[NH:26])[NH2:25])=[CH:20][CH:19]=2)=[O:15])[CH:11]=[N:10]1)[C:3]1[CH:8]=[CH:7][CH:6]=[CH:5][CH:4]=1.C(=O)([O-])[O-].[K+].[K+].Cl[C:34]([O:36][CH3:37])=[O:35]>O.O1CCCC1>[NH2:26]/[C:24](=[N:25]\[C:34](=[O:35])[O:36][CH3:37])/[C:21]1[CH:20]=[CH:19][C:18]([CH2:17][NH:16][C:14]([C:12]2[CH:11]=[N:10][N:9]([CH2:2][C:3]3[CH:8]=[CH:7][CH:6]=[CH:5][CH:4]=3)[CH:13]=2)=[O:15])=[CH:23][CH:22]=1 |f:0.1,2.3.4|. Procedure details: 57 mg of 1-benzyl-N-[(4-carbamimidoylphenyl)methyl]pyrazole-4-carboxamide hydrochloride and 59 mg of potassium carbonate were dissolved in 0.72 ml of water and 3.6 ml of tetrahydrofuran. The mixture was stirred at room temperature, and 0.012 ml of methyl chloroformate (Sigma-Aldrich) added. Stirring is continued for 1 h, following which the organic layer is removed, and dried in vacuo to obtain the synthetic target. The mass of the compound was verified using LC/MS/MS.